From a dataset of the Open Reaction Database (ORD), a public repository of structured organic reaction records. describe an organic reaction: reactants, conditions, products, and yield Yields the product CC1=C2C(=C(NC2=CC=C1)C(=O)O)OC (4-methyl-3-methoxyindole-2-carboxylic acid). Reactants: CC1=C2C(=C(NC2=CC=C1)C(=O)OCC)OC (ethyl 4-methyl-3-methoxyindole-2-carboxylate), [OH-].[Na+] (sodium hydroxide). Run in C(C)O (ethanol). Run at time 17 hour. The yield is 77.5%. Procedure: A solution of 1.76 g of ethyl 4-methyl-3-methoxyindole-2-carboxylate in 90 ml of ethanol was treated with 45 ml of 2N sodium hydroxide solution and stirred at room temperature for 17 hours. The alcohol was evaporated and the residue was treated with 60 ml o of 2N hydrochloric acid. The separated crystals were filtered off, washed with water and dried. There were obtained 1.2 g (78%) of 4-methyl-3-methoxyindole-2-carboxylic acid as brown crystals with m.p. 136°. As a reaction SMILES: [CH3:1][C:2]1[CH:10]=[CH:9][CH:8]=[C:7]2[C:3]=1[C:4]([O:16][CH3:17])=[C:5]([C:11]([O:13]CC)=[O:12])[NH:6]2.[OH-].[Na+]>C(O)C>[CH3:1][C:2]1[CH:10]=[CH:9][CH:8]=[C:7]2[C:3]=1[C:4]([O:16][CH3:17])=[C:5]([C:11]([OH:13])=[O:12])[NH:6]2 |f:1.2|. The reactants are [N+](=O)([O-])C1=CC=C(C=C1)S(=O)(=O)N[C@H](C(=O)O)C1=CC=CC=C1 ((S)-(4-Nitro-benzenesulfonylamino)-phenyl-acetic acid), acid, S(=O)(Cl)Cl (thionyl chloride), C1(CCCC1)O (cyclopentanol). Reaction conditions: temperature 70 celsius. Yields the product C1(CCCC1)OC([C@H](C1=CC=CC=C1)NS(=O)(=O)C1=CC=C(C=C1)[N+](=O)[O-])=O ((S)-(4-Nitro-benzenesulfonylamino)-phenyl-acetic acid cyclopentyl ester). The yield is 70.0%. As a reaction SMILES: [N+:1]([C:4]1[CH:9]=[CH:8][C:7]([S:10]([NH:13][C@@H:14]([C:18]2[CH:23]=[CH:22][CH:21]=[CH:20][CH:19]=2)[C:15]([OH:17])=[O:16])(=[O:12])=[O:11])=[CH:6][CH:5]=1)([O-:3])=[O:2].S(Cl)(Cl)=O.[CH:28]1(O)[CH2:32][CH2:31][CH2:30][CH2:29]1>>[CH:28]1([O:16][C:15](=[O:17])[C@@H:14]([NH:13][S:10]([C:7]2[CH:6]=[CH:5][C:4]([N+:1]([O-:3])=[O:2])=[CH:9][CH:8]=2)(=[O:12])=[O:11])[C:18]2[CH:19]=[CH:20][CH:21]=[CH:22][CH:23]=2)[CH2:32][CH2:31][CH2:30][CH2:29]1. Procedure: To a solution of stage 1 acid (4.32 g, 12.8 mmol) in cyclopentanol (60 ml) at 0° C. was added slowly thionyl chloride (9.3 ml, 128 mmol). The reaction mixture was stirred and heated under reflux at 70° C. for 2 hours. The excess thionyl chloride was removed by evaporation in vacuo, the reaction mixture was extracted into EtOAc and washed with saturated NaHCO3 solution and dried over Na2SO4, filtered and evaporated to dryness. Flash column chromatography purification with DCM gave the required pr... The reactants are Cc1ccc(N2CCc3[nH]c4ccc(C)cc4c3C2)cc1, C=Cc1ccc(C)nc1, CN1CCCC1=O, [K+], [OH-]. Product: Cc1ccc(N2CCc3c(c4cc(C)ccc4n3CCc3ccc(C)nc3)C2)cc1. RXN SMILES: [CH3:1][c:2]1[cH:3][c:4]2[c:5]3[c:6]([nH:7][c:8]2[cH:9][cH:10]1)[CH2:11][CH2:12][N:13]([c:15]1[cH:16][cH:17][c:18]([CH3:21])[cH:19][cH:20]1)[CH2:14]3.[CH3:22][c:23]1[n:24][cH:25][c:26]([CH:29]=[CH2:30])[cH:27][cH:28]1.[CH3:33][N:34]1[CH2:35][CH2:36][CH2:37][C:38]1=[O:39].[K+:32].[OH-:31]>>[CH3:1][c:2]1[cH:3][c:4]2[c:5]3[c:6]([n:7]([CH2:30][CH2:29][c:26]4[cH:25][n:24][c:23]([CH3:22])[cH:28][cH:27]4)[c:8]2[cH:9][cH:10]1)[CH2:11][CH2:12][N:13]([c:15]1[cH:16][cH:17][c:18]([CH3:21])[cH:19][cH:20]1)[CH2:14]3. Starting materials: C(C)(=O)OCCCCCCC#CCCC#CCCCC (7,11-hexadecadiynyl acetate), [Al] (aluminum), [H][H] (hydrogen). The reagents and catalysts are N1=CC=CC2=CC=CC=C12 (quinoline), [Cu] (copper), [Pd] (palladium on calcium carbonate). The solvent is CCCCCC (hexane). The product is C(C)(=O)OCCCCCC\C=C/CC\C=C/CCCC ((Z,Z)-7,11-Hexadecadienyl Acetate). As a reaction SMILES: [Al].[C:2]([O:5][CH2:6][CH2:7][CH2:8][CH2:9][CH2:10][CH2:11][C:12]#[C:13][CH2:14][CH2:15][C:16]#[C:17][CH2:18][CH2:19][CH2:20][CH3:21])(=[O:4])[CH3:3].[H][H]>N1C2C(=CC=CC=2)C=CC=1.[Cu].[Pd].CCCCCC>[C:2]([O:5][CH2:6][CH2:7][CH2:8][CH2:9][CH2:10][CH2:11]/[CH:12]=[CH:13]\[CH2:14][CH2:15]/[CH:16]=[CH:17]\[CH2:18][CH2:19][CH2:20][CH3:21])(=[O:4])[CH3:3]. Procedure details: Into a 500 ml Parr hydrogenation flask fitted with an aluminum or copper cooling coil is placed 100 g of 7,11-hexadecadiynyl acetate, 100 ml hexane (olefin free), 1 g palladium on calcium carbonate (Lindlar catalyst) and 10 drops of synthetic quinoline. Hydrogenation is effected at 10- 20 psi and is complete when the theoretical amount of hydrogen for the partial reduction of two triple bonds is absorbed. During the hydrogenation the reaction temperature is maintained between 15°-25° to minimize...